From a dataset of the Open Reaction Database (ORD), a public repository of structured organic reaction records. describe an organic reaction: reactants, conditions, products, and yield Reactants: CC(C)(C)OC(=O)NC1CCN(c2c(F)c(F)c(C(=O)OCc3ccccc3)c(F)c2F)C1, CS(C)=O, NC1CC1. The product is CC(C)(C)OC(=O)NC1CCN(c2c(F)c(F)c(C(=O)OCc3ccccc3)c(NC3CC3)c2F)C1. As a reaction SMILES: [CH2:1]([c:2]1[cH:3][cH:4][cH:5][cH:6][cH:7]1)[O:8][C:9]([c:10]1[c:11]([F:32])[c:12]([F:31])[c:13]([N:18]2[CH2:19][CH:20]([NH:23][C:24](=[O:25])[O:26][C:27]([CH3:28])([CH3:29])[CH3:30])[CH2:21][CH2:22]2)[c:14]([F:17])[c:15]1[F:16])=[O:33].[CH3:38][S:39](=[O:40])[CH3:41].[CH:34]1([NH2:37])[CH2:35][CH2:36]1>>[CH2:1]([c:2]1[cH:3][cH:4][cH:5][cH:6][cH:7]1)[O:8][C:9]([c:10]1[c:11]([NH:37][CH:34]2[CH2:35][CH2:36]2)[c:12]([F:31])[c:13]([N:18]2[CH2:19][CH:20]([NH:23][C:24](=[O:25])[O:26][C:27]([CH3:28])([CH3:29])[CH3:30])[CH2:21][CH2:22]2)[c:14]([F:17])[c:15]1[F:16])=[O:33]. The reactants are Cl.ClC1=CC=C(C=C1)C(=O)C1CCNCC1 ((4-chlorophenyl)(4-piperidyl)methanone hydrochloride), C(C)(C)(C)OC(N[C@@H]1CC[C@H](CC1)CC=O)=O ([trans-4-(2-oxo-ethyl)-cyclohexyl]-carbamic acid tert-butyl ester), C(C)(C)(C)OC(N[C@@H]1CC[C@H](CC1)CC=O)=O ([trans-4-(2-oxo-ethyl)-cyclohexyl]-carbamic acid tert-butyl ester). Yields the product C(C)(C)(C)OC(N[C@@H]1CC[C@H](CC1)CCN1CCC(CC1)C(C1=CC=C(C=C1)Cl)=O)=O ((trans-4-{2-[4-(4-Chloro-benzoyl)-piperidin-1-yl]-ethyl}-cyclohexyl)-carbamic acid tert-butyl ester). Reaction SMILES: Cl.[Cl:2][C:3]1[CH:8]=[CH:7][C:6]([C:9]([CH:11]2[CH2:16][CH2:15][NH:14][CH2:13][CH2:12]2)=[O:10])=[CH:5][CH:4]=1.[C:17]([O:21][C:22](=[O:33])[NH:23][C@H:24]1[CH2:29][CH2:28][C@H:27]([CH2:30][CH:31]=O)[CH2:26][CH2:25]1)([CH3:20])([CH3:19])[CH3:18]>>[C:17]([O:21][C:22](=[O:33])[NH:23][C@H:24]1[CH2:25][CH2:26][C@H:27]([CH2:30][CH2:31][N:14]2[CH2:15][CH2:16][CH:11]([C:9](=[O:10])[C:6]3[CH:7]=[CH:8][C:3]([Cl:2])=[CH:4][CH:5]=3)[CH2:12][CH2:13]2)[CH2:28][CH2:29]1)([CH3:20])([CH3:19])[CH3:18] |f:0.1|. Procedure: From (4-chlorophenyl)(4-piperidyl)methanone hydrochloride (100 mg) and [trans-4-(2-oxo-ethyl)-cyclohexyl]-carbamic acid tert-butyl ester (intermediate C, 102 mg) by procedure A.1. Yield: 128 mg (74%). Light yellow solid. MS (m/z): 449.3 ([M+H]+). Starting materials: BrC1=CC=C(CN2C(=NC3=C2C=CC(=C3)OCC3=NC2=CC=CC=C2C=C3)[C@H]3C([C@H]3C(=O)OCC)(C)C)C=C1 (racemic cis-ethyl 3-(1-(4-bromobenzyl)-5-(quinolin-2-ylmethoxy)-1H-benzo[d]imidazol-2-yl)-2,2-dimethylcyclopropanecarboxylate), S1C=NC(=C1)B1OC(C)(C)C(C)(C)O1 (thiazole-4-boronic acid pinacol ester). The product is CC1([C@H]([C@H]1C1=NC2=C(N1CC1=CC=C(C=C1)C=1N=CSC1)C=CC(=C2)OCC2=NC1=CC=CC=C1C=C2)C(=O)O)C (racemic cis-2,2-Dimethyl-3-{5-(quinolin-2-ylmethoxy)-1-[4-(1,3-thiazol-4-yl)benzyl]-1H-benzimidazol-2-yl}cyclopropanecarboxylic acid). As a reaction SMILES: Br[C:2]1[CH:39]=[CH:38][C:5]([CH2:6][N:7]2[C:11]3[CH:12]=[CH:13][C:14]([O:16][CH2:17][C:18]4[CH:27]=[CH:26][C:25]5[C:20](=[CH:21][CH:22]=[CH:23][CH:24]=5)[N:19]=4)=[CH:15][C:10]=3[N:9]=[C:8]2[C@@H:28]2[C@H:30]([C:31]([O:33]CC)=[O:32])[C:29]2([CH3:37])[CH3:36])=[CH:4][CH:3]=1.[S:40]1[CH:44]=[C:43](B2OC(C)(C)C(C)(C)O2)[N:42]=[CH:41]1>>[CH3:36][C:29]1([CH3:37])[C@H:28]([C:8]2[N:7]([CH2:6][C:5]3[CH:38]=[CH:39][C:2]([C:43]4[N:42]=[CH:41][S:40][CH:44]=4)=[CH:3][CH:4]=3)[C:11]3[CH:12]=[CH:13][C:14]([O:16][CH2:17][C:18]4[CH:27]=[CH:26][C:25]5[C:20](=[CH:21][CH:22]=[CH:23][CH:24]=5)[N:19]=4)=[CH:15][C:10]=3[N:9]=2)[C@@H:30]1[C:31]([OH:33])=[O:32]. Procedure: The title compound was prepared using similar methods to those in Example 97 using racemic cis-ethyl 3-(1-(4-bromobenzyl)-5-(quinolin-2-ylmethoxy)-1H-benzo[d]imidazol-2-yl)-2,2-dimethylcyclopropanecarboxylate and thiazole-4-boronic acid pinacol ester in Step A. MS (ESI): mass calcd. for C33H28N4O3S, 560.19; m/z found, 561.2 [M+H]+. 1H NMR (500 MHz, CDCl3) δ 8.89-8.85 (m, 1H), 8.20 (d, J=8.5, 1H), 8.11 (d, J=8.5, 1H), 7.92 (d, J=8.3, 2H), 7.85-7.81 (m, 1H), 7.77-7.71 (m, 1H), 7.68 (d, J=8.5, 1H),... The reactants are CC(C)C[Al+]CC(C)C, Cc1ccccc1, CCOC(=O)c1csc(C(C)C)n1, ClCCl, [H-]. The product is CC(C)c1nc(C=O)cs1. As a reaction SMILES: [CH2:15]([Al+:16][CH2:17][CH:18]([CH3:19])[CH3:20])[CH:21]([CH3:22])[CH3:23].[CH3:27][c:28]1[cH:29][cH:30][cH:31][cH:32][cH:33]1.[CH:1]([CH3:2])([CH3:3])[c:4]1[s:5][cH:6][c:7]([C:9](=[O:10])[O:11][CH2:12][CH3:13])[n:8]1.[Cl:24][CH2:25][Cl:26].[H-:14]>>[CH:1]([CH3:2])([CH3:3])[c:4]1[s:5][cH:6][c:7]([CH:9]=[O:10])[n:8]1. Reactants: N#CCBr, CC#N, CC(C)(C)OC(=O)N1CCOC(C(O)c2cccc(Cl)c2)C1, [H-], [Na+]. Product: CC(C)(C)OC(=O)N1CCOC(C(OCC#N)c2cccc(Cl)c2)C1. RXN SMILES: [Br:25][CH2:26][C:27]#[N:28].[CH3:29][C:30]#[N:31].[Cl:1][c:2]1[cH:3][c:4]([CH:8]([CH:9]2[O:10][CH2:11][CH2:12][N:13]([C:15](=[O:16])[O:17][C:18]([CH3:19])([CH3:20])[CH3:21])[CH2:14]2)[OH:22])[cH:5][cH:6][cH:7]1.[H-:24].[Na+:23]>>[Cl:1][c:2]1[cH:3][c:4]([CH:8]([CH:9]2[O:10][CH2:11][CH2:12][N:13]([C:15](=[O:16])[O:17][C:18]([CH3:19])([CH3:20])[CH3:21])[CH2:14]2)[O:22][CH2:26][C:27]#[N:28])[cH:5][cH:6][cH:7]1.